describe an organic reaction: reactants, conditions, products, and yield From a dataset of the Open Reaction Database (ORD), a public repository of structured organic reaction records. Reactants: COC1=C(C=CC=C1)N1CCNCCC1 (1-(2-Methoxy-phenyl)-[1,4]diazepane), FC=1C=C2C(=CNC2=CC1)C1CCC(CC1)=O (4-(5-fluoro-1H-3-indolyl)-cyclohexanone), NaBH(OAc). Conditions: time 8 hour. Product: COC1=C(C=CC=C1)N1CCN(CCC1)C1CCC(CC1)C1=CNC2=CC=C(C=C12)F (3-{4-[4-(2-Methoxy-phenyl)-[1,4]diazepan-1-yl]-cyclohexyl}-5-fluoro-1H-indole). Isolated yield 80.0%. Reaction SMILES: [CH3:1][O:2][C:3]1[CH:8]=[CH:7][CH:6]=[CH:5][C:4]=1[N:9]1[CH2:15][CH2:14][CH2:13][NH:12][CH2:11][CH2:10]1.[F:16][C:17]1[CH:18]=[C:19]2[C:23](=[CH:24][CH:25]=1)[NH:22][CH:21]=[C:20]2[CH:26]1[CH2:31][CH2:30][C:29](=O)[CH2:28][CH2:27]1>>[CH3:1][O:2][C:3]1[CH:8]=[CH:7][CH:6]=[CH:5][C:4]=1[N:9]1[CH2:15][CH2:14][CH2:13][N:12]([CH:29]2[CH2:28][CH2:27][CH:26]([C:20]3[C:19]4[C:23](=[CH:24][CH:25]=[C:17]([F:16])[CH:18]=4)[NH:22][CH:21]=3)[CH2:31][CH2:30]2)[CH2:11][CH2:10]1. Reported procedure: 1-(2-Methoxy-phenyl)-[1,4]diazepane (103 mg, 0.5 mmol), 4-(5-fluoro-1H-3-indolyl)-cyclohexanone (116 mg, 0.5 mmol) 5 mL 1,2-dichloroethane and 159 mg (0.75 mmol) of NaBH(OAc), were stirred at 23° C. in a 20 mL scintillation vial for 21 h. The reaction was quenched with 2 mL 1N NaOH, the vial capped, shaken and the organic layer (bottom layer) was removed with an automatic pipet. The organics were removed in a Speed Vac and pumped down overnight to afford 169 mg (0.4 mmol, an 80% yield) of the ti... The reactants are COC(CN1C(=C(C2=CC(=CC=C12)F)CC=1C(=NC=CC1)S(NC1=CC=CC=C1)(=O)=O)C)=O ([5-fluoro-2-methyl-3-(2-phenylsulfamoylpyridin-3-ylmethyl)indol-1-yl]acetic acid methyl ester), [OH-].[Na+] (sodium hydroxide). Solvent: CO (methanol). Reaction conditions: time 3 hour. Product: FC=1C=C2C(=C(N(C2=CC1)CC(=O)O)C)CC=1C(=NC=CC1)S(NC1=CC=CC=C1)(=O)=O ([5-fluoro-2-methyl-3-(2-phenylsulfamoylpyridin-3-ylmethyl)indol-1-yl]acetic acid). Yield: 10.3%. As a reaction SMILES: C[O:2][C:3](=[O:33])[CH2:4][N:5]1[C:13]2[C:8](=[CH:9][C:10]([F:14])=[CH:11][CH:12]=2)[C:7]([CH2:15][C:16]2[C:17]([S:22](=[O:31])(=[O:30])[NH:23][C:24]3[CH:29]=[CH:28][CH:27]=[CH:26][CH:25]=3)=[N:18][CH:19]=[CH:20][CH:21]=2)=[C:6]1[CH3:32].[OH-].[Na+]>CO>[F:14][C:10]1[CH:9]=[C:8]2[C:13](=[CH:12][CH:11]=1)[N:5]([CH2:4][C:3]([OH:33])=[O:2])[C:6]([CH3:32])=[C:7]2[CH2:15][C:16]1[C:17]([S:22](=[O:31])(=[O:30])[NH:23][C:24]2[CH:25]=[CH:26][CH:27]=[CH:28][CH:29]=2)=[N:18][CH:19]=[CH:20][CH:21]=1 |f:1.2|. Procedure details: A mixture of [5-fluoro-2-methyl-3-(2-phenylsulfamoylpyridin-3-ylmethyl)indol-1-yl]acetic acid methyl ester (0.20 g), 1.0 M aqueous sodium hydroxide solution (0.50 mL) and methanol (10 mL) was stirred at room temperature for 3 hours. The mixture was concentrated under reduced pressure and the residue was diluted with 1.0 M aqueous hydrochloric acid solution. The resulting precipitate was collected by filtration and purified by preparative reverse-phase HPLC, eluting with a mixture of acetonitrile...